From a dataset of the Open Reaction Database (ORD), a public repository of structured organic reaction records. describe an organic reaction: reactants, conditions, products, and yield Product: CN1C(=O)OC(C)(C)c2cc(-c3cc(F)cc(Br)c3)ccc21. As a reaction SMILES: [Br:1][c:2]1[cH:3][c:4](-[c:9]2[cH:10][c:11]3[c:12]([cH:20][cH:21]2)[NH:13][C:14](=[O:19])[O:15][C:16]3([CH3:17])[CH3:18])[cH:5][c:6]([F:8])[cH:7]1.[Cl-:26].[H-:22].[I:24][CH3:25].[NH4+:27].[Na+:23].[O:28]=[CH:29][N:30]([CH3:31])[CH3:32]>>[Br:1][c:2]1[cH:3][c:4](-[c:9]2[cH:10][c:11]3[c:12]([cH:20][cH:21]2)[N:13]([CH3:25])[C:14](=[O:19])[O:15][C:16]3([CH3:17])[CH3:18])[cH:5][c:6]([F:8])[cH:7]1. The reactants are CC1(C)OC(=O)Nc2ccc(-c3cc(F)cc(Br)c3)cc21, [Cl-], [H-], CI, [NH4+], [Na+], CN(C)C=O. The reactants are COC(=O)C1=C(C)NC(C=O)=C(C(=O)OC)C1c1ccccc1C#N, CC(=O)[O-], CC(=O)OC(C)=O, CC(=O)O, Cl, NO, [Na+]. The product is COC(=O)C1=C(C)NC(C#N)=C(C(=O)OC)C1c1ccccc1C#N. As a reaction SMILES: [CH3:1][C:2]1=[C:7]([C:8](=[O:9])[O:10][CH3:11])[CH:6]([c:12]2[c:13]([C:18]#[N:19])[cH:14][cH:15][cH:16][cH:17]2)[C:5]([C:20](=[O:21])[O:22][CH3:23])=[C:4]([CH:24]=[O:25])[NH:3]1.[CH3:30][C:31](=[O:32])[O-:33].[CH3:34][C:35]([O:36][C:37](=[O:38])[CH3:39])=[O:40].[CH3:41][C:42](=[O:43])[OH:44].[ClH:26].[NH2:27][OH:28].[Na+:29]>>[CH3:1][C:2]1=[C:7]([C:8](=[O:9])[O:10][CH3:11])[CH:6]([c:12]2[c:13]([C:18]#[N:19])[cH:14][cH:15][cH:16][cH:17]2)[C:5]([C:20](=[O:21])[O:22][CH3:23])=[C:4]([C:24]#[N:27])[NH:3]1. Starting materials: FC1=CC(=C(C=C1)[N+](=O)[O-])I (4-fluoro-2-iodo-1-nitrobenzene), C1(=CC=CC=C1)[Mg]Cl (phenylmagnesium chloride), C(C=C)Br (allyl bromide), C(#N)[Cu] (CuCN). Run in C1CCOC1 (THF), C1CCOC1 (THF). Reaction conditions: time 30 minute. Product: FC1=CC(=C(C=C1)[N+](=O)[O-])CC=C (4-fluoro-1-nitro-2-(2-propen-1-yl)benzene). Yield: 40.5%. As a reaction SMILES: [F:1][C:2]1[CH:7]=[CH:6][C:5]([N+:8]([O-:10])=[O:9])=[C:4](I)[CH:3]=1.[C:12]1([Mg]Cl)[CH:17]=CC=C[CH:13]=1.C([Cu])#N.C(Br)C=C>C1COCC1>[F:1][C:2]1[CH:7]=[CH:6][C:5]([N+:8]([O-:10])=[O:9])=[C:4]([CH2:17][CH:12]=[CH2:13])[CH:3]=1. Reported procedure: To 4-fluoro-2-iodo-1-nitrobenzene (40.0 g, 150 mmol) in THF (200 mL) at −40° C. was added phenylmagnesium chloride (80.0 mL, 2M in THF, 161 mmol) dropwise. The reaction was stirred for 30 min followed by dropwise addition of CuCN.2LiCl (26.0 g, 150 mmol) in THF. The mixture was stirred an additional 30 min at which time allyl bromide (20.0 g, 161 mmol) was added. The reaction was stirred at −40° C. for 2 h followed by rt overnight. The reaction was quenched with saturated ammonium chloride and e... The reactants are Cc1cccc(C)c1NC(=O)CN1CCN(CC(O)COC2Cc3ccccc3C2)CC1, CC(C)O, OCc1ccc(F)cc1. Product: Cc1cccc(C)c1NC(=O)CN1CCN(CC(O)COCc2ccc(F)cc2)CC1. RXN SMILES: [CH3:1][c:2]1[c:3]([NH:9][C:10]([CH2:11][N:12]2[CH2:13][CH2:14][N:15]([CH2:18][CH:19]([CH2:20][O:21][CH:22]3[CH2:23][c:24]4[c:25]([cH:26][cH:27][cH:28][cH:29]4)[CH2:30]3)[OH:31])[CH2:16][CH2:17]2)=[O:32])[c:4]([CH3:8])[cH:5][cH:6][cH:7]1.[CH3:42][CH:43]([OH:44])[CH3:45].[F:33][c:34]1[cH:35][cH:36][c:37]([CH2:38][OH:39])[cH:40][cH:41]1>>[CH3:1][c:2]1[c:3]([NH:9][C:10]([CH2:11][N:12]2[CH2:13][CH2:14][N:15]([CH2:18][CH:19]([CH2:20][O:21][CH2:22][c:37]3[cH:36][cH:35][c:34]([F:33])[cH:41][cH:40]3)[OH:31])[CH2:16][CH2:17]2)=[O:32])[c:4]([CH3:8])[cH:5][cH:6][cH:7]1. The reactants are C(=O)(N1C=NC=C1)N1C=NC=C1 (carbonyldiimidazole), O1CCOC12CC(CC2)C(=O)O (1,4-dioxaspiro[4,4]nonan-7-carboxylic acid), NC=1C(N(C(N(C1N)CCC)=O)CCC)=O (5,6-diamino-1,3-dipropyluracil). Solvent: C(Cl)Cl (methylene chloride). Conditions: time 1 hour. The product is C(CC)N1C(=O)N(C=2N=C(NC2C1=O)C1CC(CC1)=O)CCC (1,3-Dipropyl-8-(3-oxocyclopentyl)-xanthine). Isolated yield 17.9%. RXN SMILES: [O:1]1[C:5]2([CH2:9][CH2:8][CH:7]([C:10](O)=O)[CH2:6]2)OCC1.C(N1C=CN=C1)(N1C=CN=C1)=O.[NH2:25][C:26]1[C:27](=[O:40])[N:28]([CH2:37][CH2:38][CH3:39])[C:29](=[O:36])[N:30]([CH2:33][CH2:34][CH3:35])[C:31]=1[NH2:32]>C(Cl)Cl>[CH2:37]([N:28]1[C:27](=[O:40])[C:26]2[NH:25][C:10]([CH:7]3[CH2:8][CH2:9][C:5](=[O:1])[CH2:6]3)=[N:32][C:31]=2[N:30]([CH2:33][CH2:34][CH3:35])[C:29]1=[O:36])[CH2:38][CH3:39]. Procedure details: 2.4 g (0.014 mol) of 1,4-dioxaspiro[4,4]nonan-7-carboxylic acid are dissolved in 56 ml of methylene chloride and after the addition of 2.2 g (0.014 mol) of carbonyldiimidazole stirred for 1 hour at ambient temperature. Then 3.2 g (0.014 mol) of 5,6-diamino-1,3-dipropyluracil are added and the mixture is stirred for a further 4 hours at ambient temperature. The solution is evaporated down in vacuo, the oily residue is mixed with 70 ml of water and 4.5 g of Ca(OH)2 and stirred for 1 hour at 70° C.... Starting materials: NC1=C(C=CC=C1)CC(NC)C=1SC=CC1C (2-amino-N-methyl-α-(3-methyl-2-thienyl)benzeneethanamine), C(C(C)C)(OC)(OC)OC (trimethyl orthoisobutyrate). Solvent: C(C)(=O)O (acetic acid). The product is CN1C(=NC2=C(CC1C=1SC=CC1C)C=CC=C2)C(C)C (4,5-dihydro-3-methyl-2-(1-methylethyl)-4-(3-methyl-2-thienyl)-3H-1,3-benzodiaze pine). The yield is 26.5%. Reaction SMILES: [NH2:1][C:2]1[CH:7]=[CH:6][CH:5]=[CH:4][C:3]=1[CH2:8][CH:9]([C:12]1[S:13][CH:14]=[CH:15][C:16]=1[CH3:17])[NH:10][CH3:11].[C:18](OC)(OC)(OC)[CH:19]([CH3:21])[CH3:20]>C(O)(=O)C>[CH3:11][N:10]1[CH:9]([C:12]2[S:13][CH:14]=[CH:15][C:16]=2[CH3:17])[CH2:8][C:3]2[CH:4]=[CH:5][CH:6]=[CH:7][C:2]=2[N:1]=[C:18]1[CH:19]([CH3:21])[CH3:20]. Procedure details: A solution of 5.86 g of 2-amino-N-methyl-α-(3-methyl-2-thienyl)benzeneethanamine and 19.56 g of trimethyl orthoisobutyrate was treated rapidly with 7.94 ml of glacial acetic acid. The solution was refluxed for 8 hours under nitrogen and concentrated on a rotary evaporator at 40° C. The residual oil was acidified with 10% hydrochloric acid solution and extracted with ether (3×100 ml). The aqueous phase was basified with 10% sodium hydroxide solution and extracted with dichloromethane (3×100 ml). ...